Dataset: the Open Reaction Database (ORD), a public repository of structured organic reaction records. Task: describe an organic reaction: reactants, conditions, products, and yield The reactants are C([O-])([O-])=O.[K+].[K+] (potassium carbonate), ClC1=CC=C(C=C1)O (p-chlorophenol), ClC1=CC=C(C=C1)[N+](=O)[O-] (p-chloronitrobenzene). The reagents and catalysts are [Cu] (copper). Run in CN(C=O)C (dimethylformamide). Product: ClC1=C(OC2=CC=C(C=C2)[N+](=O)[O-])C=CC=C1 (p-(Chlorophenoxy)-nitrobenzene). Isolated yield 83.3%. Reaction SMILES: [C:1](=[O:4])([O-])[O-].[K+].[K+].[Cl:7][C:8]1[CH:13]=[CH:12][C:11](O)=[CH:10][CH:9]=1.ClC1[CH:21]=[CH:20][C:19]([N+:22]([O-:24])=[O:23])=[CH:18][CH:17]=1>CN(C)C=O.[Cu]>[Cl:7][C:8]1[CH:13]=[CH:12][CH:11]=[CH:10][C:9]=1[O:4][C:1]1[CH:21]=[CH:20][C:19]([N+:22]([O-:24])=[O:23])=[CH:18][CH:17]=1 |f:0.1.2|. Reported procedure: 56 g (0.400 mol) of potassium carbonate and 5.6 g of purified copper are added to a lukewarm solution (≃60° C.) of 51.5 g (0.400 mol) of p-chlorophenol and 72 g (0.456 mol) of p-chloronitrobenzene in 40 ml of dimethylformamide and the mixture is then heated to the reflux temperature for 5 hours. The inorganic salts are removed by filtering the reaction mixture and the dimethylformamide is evaporated under reduced pressure. The residue is purified by crystallisation from methanol to give 83.2 g o... Reactants: C(C)(=O)OCC1=NN2C(N=C(C=C2S)C(=O)OC)=N1 (Methyl 2-(acetoxymethyl)-7-mercapto-s-triazolo[1,5-a]pyrimidine-5-carboxylate), NO (hydroxylamine). The solvent is CO (methanol). The product is ONC(=O)C1=NC=2N(C(=C1)S)N=C(N2)CO (N-hydroxy-2-(hydroxymethyl)-7-mercapto-s-triazolo[1,5-a]pyrimidine-5-carboxamide). The yield is 74.0%. As a reaction SMILES: C([O:4][CH2:5][C:6]1[N:19]=[C:9]2[N:10]=[C:11]([C:15](OC)=[O:16])[CH:12]=[C:13]([SH:14])[N:8]2[N:7]=1)(=O)C.[NH2:20][OH:21]>CO>[OH:21][NH:20][C:15]([C:11]1[CH:12]=[C:13]([SH:14])[N:8]2[N:7]=[C:6]([CH2:5][OH:4])[N:19]=[C:9]2[N:10]=1)=[O:16]. Procedure: Methyl 2-(acetoxymethyl)-7-mercapto-s-triazolo[1,5-a]pyrimidine-5-carboxylate (80 mg) (0.28 mmol) are dissolved in 3 ml of absolute methanol. 188 mg (5.7 mmol) of hydroxylamine are added within 4 days while stirring. The product is precipitated (pH 6) with 3N aqueous hydrochloric acid, filtered off under suction and washed with methanol. After crystallization from methanol there are obtained 50 mg of N-hydroxy-2-(hydroxymethyl)-7-mercapto-s-triazolo[1,5-a]pyrimidine-5-carboxamide as a yellow pow... Starting materials: FC=1C=C(C=C(C1Br)F)C1=NC=C(C=N1)CCCCC (2-(3',5'-difluoro-4'-bromophenyl)-5-pentylpyrimidine), [Cu]C#N (copper (I) cyanide), CN1C(CCC1)=O (N-methylpyrrolidone), Cl (hydrochloric acid). The reagents and catalysts are [Fe](Cl)(Cl)Cl (iron (III) chloride). Solvent: O (water). The product is FC=1C=C(C=C(C1C#N)F)C1=NC=C(C=N1)CCCCC (2-(3',5'-difluoro-4'-cyanophenyl)-5-pentylpyrimidine). The yield is 42.4%. As a reaction SMILES: [F:1][C:2]1[CH:3]=[C:4]([C:10]2[N:15]=[CH:14][C:13]([CH2:16][CH2:17][CH2:18][CH2:19][CH3:20])=[CH:12][N:11]=2)[CH:5]=[C:6]([F:9])[C:7]=1Br.[Cu][C:22]#[N:23].CN1CCCC1=O.Cl>[Fe](Cl)(Cl)Cl.O>[F:1][C:2]1[CH:3]=[C:4]([C:10]2[N:15]=[CH:14][C:13]([CH2:16][CH2:17][CH2:18][CH2:19][CH3:20])=[CH:12][N:11]=2)[CH:5]=[C:6]([F:9])[C:7]=1[C:22]#[N:23]. Reported procedure: 0.7 g of 2-(3',5'-difluoro-4'-bromophenyl)-5-pentylpyrimidine, 0.5 g of copper (I) cyanide and 3.5 ml of N-methylpyrrolidone were mixed in a flask and refluxed for 5 hours. The solution was poured into a solution including 1.7 g of iron (III) chloride, 0.4 ml of concentrated hydrochloric acid and 1.7 ml of water. The solution was extracted with chloroform and washed with water and an aqueous 10% solution of potassium hydroxide. The chloroform was distilled off. The residue was treated through a ... The reactants are Oc1ccc(-c2ccc(Br)cn2)cc1, CC(C)(C)OC(=O)N1CCC(CO)CC1, C1CCOC1, CC(C)OC(=O)N=NC(=O)OC(C)C, c1ccc(P(c2ccccc2)c2ccccc2)cc1. Yields the product CC(C)(C)OC(=O)N1CCC(COc2ccc(-c3ccc(Br)cn3)cc2)CC1. As a reaction SMILES: [Br:1][c:2]1[cH:3][cH:4][c:5](-[c:8]2[cH:9][cH:10][c:11]([OH:14])[cH:12][cH:13]2)[n:6][cH:7]1.[C:15](=[O:16])([O:17][C:18]([CH3:19])([CH3:20])[CH3:21])[N:22]1[CH2:23][CH2:24][CH:25]([CH2:28][OH:29])[CH2:26][CH2:27]1.[CH2:63]1[O:64][CH2:65][CH2:66][CH2:67]1.[O:49]=[C:50]([O:51][CH:52]([CH3:53])[CH3:54])[N:55]=[N:56][C:57]([O:58][CH:59]([CH3:60])[CH3:61])=[O:62].[c:30]1([P:31]([c:32]2[cH:33][cH:34][cH:35][cH:36][cH:37]2)[c:38]2[cH:39][cH:40][cH:41][cH:42][cH:43]2)[cH:44][cH:45][cH:46][cH:47][cH:48]1>>[Br:1][c:2]1[cH:3][cH:4][c:5](-[c:8]2[cH:9][cH:10][c:11]([O:14][CH2:28][CH:25]3[CH2:24][CH2:23][N:22]([C:15](=[O:16])[O:17][C:18]([CH3:19])([CH3:20])[CH3:21])[CH2:27][CH2:26]3)[cH:12][cH:13]2)[n:6][cH:7]1. Starting materials: N#Cc1ccc(CBr)c(Cl)c1, O=C([O-])O, CCCC[N+](CCCC)(CCCC)CCCC, Cc1ccccc1, [N-]=[N+]=[N-], [Na+], [Na+], O, O=S(=O)([O-])O. Reaction SMILES: [Br:1][CH2:2][c:3]1[c:4]([Cl:11])[cH:5][c:6]([C:7]#[N:8])[cH:9][cH:10]1.[C:16](=[O:17])([O-:18])[OH:19].[CH2:27]([N+:28]([CH2:29][CH2:30][CH2:31][CH3:32])([CH2:33][CH2:34][CH2:35][CH3:36])[CH2:37][CH2:38][CH2:39][CH3:40])[CH2:41][CH2:42][CH3:43].[CH3:44][c:45]1[cH:46][cH:47][cH:48][cH:49][cH:50]1.[N-:13]=[N+:14]=[N-:15].[Na+:12].[Na+:20].[OH2:21].[S:22]([O-:23])([OH:24])(=[O:25])=[O:26]>>[CH2:2]([c:3]1[c:4]([Cl:11])[cH:5][c:6]([C:7]#[N:8])[cH:9][cH:10]1)[N:13]=[N+:14]=[N-:15]. Product: N#Cc1ccc(CN=[N+]=[N-])c(Cl)c1. Starting materials: [Mn](=O)(=O)(=O)[O-].[K+] (potassium permanganate), ClC=1C=C(C=CC1S(=O)C)[C@H](C(=O)O)CC1C(CCC1)=O (2(R)-(3-chloro-4-methanesulfinyl-phenyl)-3-(2-oxo-cyclopentyl)-propionic acid). Solvent: O (water), CO (methanol), CO (methanol). Run at temperature 25 celsius, time 1 hour. The product is ClC=1C=C(C=CC1S(=O)(=O)C)[C@H](C(=O)O)CC1C(CCC1)=O (2(R)-(3-chloro-4-methanesulfonyl-phenyl)-3-(2-oxo-cyclopentyl)-propionic acid). The yield is 43.5%. RXN SMILES: [Mn]([O-])(=O)(=O)=[O:2].[K+].[Cl:7][C:8]1[CH:9]=[C:10]([C@@H:17]([CH2:21][CH:22]2[CH2:26][CH2:25][CH2:24][C:23]2=[O:27])[C:18]([OH:20])=[O:19])[CH:11]=[CH:12][C:13]=1[S:14]([CH3:16])=[O:15]>O.CO>[Cl:7][C:8]1[CH:9]=[C:10]([C@@H:17]([CH2:21][CH:22]2[CH2:26][CH2:25][CH2:24][C:23]2=[O:27])[C:18]([OH:20])=[O:19])[CH:11]=[CH:12][C:13]=1[S:14]([CH3:16])(=[O:2])=[O:15] |f:0.1|. Procedure details: A solution of potassium permanganate (101 mg, 0.64 mmol) in water (1.83 mL) was treated with a solution of 2(R)-(3-chloro-4-methanesulfinyl-phenyl)-3-(2-oxo-cyclopentyl)-propionic acid (191.5 mg, 0.58 mmol) in methanol (5.8 mL). The reaction was stirred at 25° C. for 1 h. At this time, the reaction was diluted with methanol and then was filtered through a pad of celite. The filtrate was concentrated in vacuo and was azeotroped with acetonitrile. Flash chromatography (Merck Silica gel 60, 230–400... Reactants: O=C(O)Cc1ccccc1Br, CO, O, O=S(=O)(O)O. Yields the product COC(=O)Cc1ccccc1Br. Reaction SMILES: [Br:1][c:2]1[c:3]([CH2:8][C:9](=[O:10])[OH:11])[cH:4][cH:5][cH:6][cH:7]1.[CH3:18][OH:19].[OH2:17].[S:12](=[O:13])(=[O:14])([OH:15])[OH:16]>>[Br:1][c:2]1[c:3]([CH2:8][C:9](=[O:10])[O:11][CH3:18])[cH:4][cH:5][cH:6][cH:7]1.